This data is from the Open Reaction Database (ORD), a public repository of structured organic reaction records. The task is: describe an organic reaction: reactants, conditions, products, and yield Reactants: I.ClC1=CC=C(C=C1)NC(SC)=N (1-(4-Chlorophenyl)-2-methyl-2-thiopseudourea hydroiodide), NCCCN1CCCC1 (N-(3-aminopropyl)-pyrrolidine). Solvent: C(C)O (ethanol). The product is ClC1=CC=C(C=C1)NC(=N)NCCCN1CCCC1 (N-(4-Chlorophenyl)-N′-(3-pyrrolidin-1-yl-propyl)-guanidine). Isolated yield 69.4%. RXN SMILES: I.[Cl:2][C:3]1[CH:8]=[CH:7][C:6]([NH:9][C:10](=[NH:13])SC)=[CH:5][CH:4]=1.[NH2:14][CH2:15][CH2:16][CH2:17][N:18]1[CH2:22][CH2:21][CH2:20][CH2:19]1>C(O)C>[Cl:2][C:3]1[CH:8]=[CH:7][C:6]([NH:9][C:10]([NH:14][CH2:15][CH2:16][CH2:17][N:18]2[CH2:22][CH2:21][CH2:20][CH2:19]2)=[NH:13])=[CH:5][CH:4]=1 |f:0.1|. Procedure details: A solution of the product of step b (986 mg, 3.00 mmol) and N-(3-aminopropyl)-pyrrolidine (0.948 ml, 7.50 mmol) in ethanol (10 ml) was heated at reflux for 16 h. The solvent was removed at reduced pressure and the residue suspended in aqueous ammonia (880, 25 ml). The solid was removed by filtration and the filter-cake washed sequentially with water (50 ml) and diethyl ether (50 ml) to give the title compound as a white solid (585 mg, 69%). 1H NMR (DMSO-6) 7.18-7.12 (2H, m), 6.76-6.66 (2H, m), 5... Starting materials: liquid, cyclic phosphonate, P(O)(O)(O)=O (phosphoric acid), N1=C(N)N=C(N)N=C1N (melamine), ammonia polyphosphate. Conditions: temperature 200 celsius, time 40 minute. Yields the product N1=C(N)N=C(N)N=C1N.[NH4+] (ammonium melamine salt), cyclic phosphonate-phosphoric acid. Reaction SMILES: P(=O)(O)(O)O.[N:6]1[C:13]([NH2:14])=[N:12][C:10]([NH2:11])=[N:9][C:7]=1[NH2:8]>>[N:6]1[C:13]([NH2:14])=[N:12][C:10]([NH2:11])=[N:9][C:7]=1[NH2:8].[NH4+:6] |f:2.3|. Procedure: 100 gms of liquid cyclic phosphonate (Antiblaze N produced by Albright & Wilson Americas), 25 gms of phosphoric acid, 25 gms of melamine and 25 gms of ammonia polyphosphate are mixed, then heated to 150-250° C. while agitating for 30-50 minutes, thereby producing a ammonium melamine salt of cyclic phosphonate-phosphoric acid composition then 5 gms of zinc borate and 5 gms of a comb-like polymer consisting of a polyethylene main chain and a polyoxyalkylene side chain (CPO-A). The mixture is then ... Reactants: N1(CCCCC1)CC1=CC=C(C=C1)NC(\C=C\C1=CC(=CC=C1)C1=CC(=CC=C1)[N+](=O)[O-])=O ((E)-N-[4-(piperidino-methyl)-phenyl]-3-(3-nitrophenyl)cinnamamide), CI (methyl iodide). The solvent is CN(C)C=O (DMF). Reaction conditions: time 20 hour. Product: [I-].C[N+]1(CCCCC1)CC1=CC=C(C=C1)NC(\C=C\C1=CC(=CC=C1)C1=CC(=CC=C1)[N+](=O)[O-])=O ((E)-1-methyl-1-[4-(3-(3-nitro-phenyl)cinnamamido)benzyl]-piperidinium iodide). Isolated yield 96.2%. RXN SMILES: [N:1]1([CH2:7][C:8]2[CH:13]=[CH:12][C:11]([NH:14][C:15](=[O:33])/[CH:16]=[CH:17]/[C:18]3[CH:23]=[CH:22][CH:21]=[C:20]([C:24]4[CH:29]=[CH:28][CH:27]=[C:26]([N+:30]([O-:32])=[O:31])[CH:25]=4)[CH:19]=3)=[CH:10][CH:9]=2)[CH2:6][CH2:5][CH2:4][CH2:3][CH2:2]1.[CH3:34][I:35]>CN(C=O)C>[I-:35].[CH3:34][N+:1]1([CH2:7][C:8]2[CH:13]=[CH:12][C:11]([NH:14][C:15](=[O:33])/[CH:16]=[CH:17]/[C:18]3[CH:23]=[CH:22][CH:21]=[C:20]([C:24]4[CH:29]=[CH:28][CH:27]=[C:26]([N+:30]([O-:32])=[O:31])[CH:25]=4)[CH:19]=3)=[CH:10][CH:9]=2)[CH2:6][CH2:5][CH2:4][CH2:3][CH2:2]1 |f:3.4|. Reported procedure: In DMF (6ml) was dissolved (E)-N-[4-(piperidino-methyl)-phenyl]-3-(3-nitrophenyl)cinnamamide (0.59g), and to the mixture was added methyl iodide (0.57g). The mixture was stirred at room temperature for 20 hours and concentrated under reduced pressure. The residue was crystallized from ethyl acetate to give (E)-1-methyl-1-[4-(3-(3-nitro-phenyl)cinnamamido)benzyl]-piperidinium iodide (Compound 77) (0.75g) as pale yellow crystals. Reactants: C(C)(C)(C)OC(=O)N[C@@H]1C(N([C@H]1C)OCC(=O)OCC1=CC=CC=C1)=O ((3S-trans) -[[3-[(t-Butyloxycarbonyl)amino]-4-methyl-2-oxo-1-azetidinyl]oxy]acetic acid. phenylmethyl ester), FC(C(=O)O)(F)F (Trifluoroacetic acid). The solvent is ClCCl (dichloromethane). Reaction conditions: temperature -10 celsius, time 20 minute. Product: FC(C(=O)O)(F)F.N[C@@H]1C(N([C@H]1C)OCC(=O)OCC1=CC=CC=C1)=O ((3S-trans)-[(3-Amino-4-methyl-2-oxo-1-azetidinyl)-oxy]acetic acid, phenylmethyl ester, trifluoroacetate salt). Reaction SMILES: C(OC([NH:8][C@H:9]1[C@H:12]([CH3:13])[N:11]([O:14][CH2:15][C:16]([O:18][CH2:19][C:20]2[CH:25]=[CH:24][CH:23]=[CH:22][CH:21]=2)=[O:17])[C:10]1=[O:26])=O)(C)(C)C.[F:27][C:28]([F:33])([F:32])[C:29]([OH:31])=[O:30]>ClCCl>[F:27][C:28]([F:33])([F:32])[C:29]([OH:31])=[O:30].[NH2:8][C@H:9]1[C@H:12]([CH3:13])[N:11]([O:14][CH2:15][C:16]([O:18][CH2:19][C:20]2[CH:25]=[CH:24][CH:23]=[CH:22][CH:21]=2)=[O:17])[C:10]1=[O:26] |f:3.4|. Procedure details: (3S-trans) -[[3-[(t-Butyloxycarbonyl)amino]-4-methyl-2-oxo-1-azetidinyl]oxy]acetic acid. phenylmethyl ester (3.6g) was dissolved in 5 ml of dichloromethane and the solution was cooled to -10° C. Trifluoroacetic acid (25ml) was added dropwise and the mixture was stirred for 20 minutes at -10° C. After evaporation, the residue was treated with ether yielding 2.5 g of the title compound. Reactants: [N-]=[N+]=[N-].[Na+] (sodium azide), C(CCCCCCC)[Sn](CCCCCCCC)(CCCCCCCC)Cl (trioctyltin chloride). Solvent: O (water). Run at temperature 8 celsius, time 2 hour. Yields the product C(CCCCCCC)[Sn](CCCCCCCC)(CCCCCCCC)N=[N+]=[N-] (trioctyltin azide). Yield: 98.8%. Reaction SMILES: [N-:1]=[N+:2]=[N-:3].[Na+].[CH2:5]([Sn:13](Cl)([CH2:22][CH2:23][CH2:24][CH2:25][CH2:26][CH2:27][CH2:28][CH3:29])[CH2:14][CH2:15][CH2:16][CH2:17][CH2:18][CH2:19][CH2:20][CH3:21])[CH2:6][CH2:7][CH2:8][CH2:9][CH2:10][CH2:11][CH3:12]>O>[CH2:22]([Sn:13]([N:1]=[N+:2]=[N-:3])([CH2:5][CH2:6][CH2:7][CH2:8][CH2:9][CH2:10][CH2:11][CH3:12])[CH2:14][CH2:15][CH2:16][CH2:17][CH2:18][CH2:19][CH2:20][CH3:21])[CH2:23][CH2:24][CH2:25][CH2:26][CH2:27][CH2:28][CH3:29] |f:0.1|. Procedure details: In 30 ml of pure water was dissolved 10.19 g of sodium azide and the solution was cooled to 8° C. Then, 50.0 g of trioctyltin chloride was added dropwise over a period of 10 minutes and the mixture was stirred at the same temperature for 2 hours. The reaction mixture was then extracted with 88 ml of methylene chloride and further with 25 ml of the same solvent, and the extract was washed with 25 ml of 10% aqueous sodium chloride solution and concentrated to provide 50.05 g of trioctyltin azide.